This data is from the Open Reaction Database (ORD), a public repository of structured organic reaction records. The task is: describe an organic reaction: reactants, conditions, products, and yield Starting materials: ClC=1C=C(CN2C(C3=CC(=C(C=C3C(=N2)C(=O)O)Cl)Cl)=O)C=CC1Cl (2-(3,4-dichlorobenzyl)-6,7-dichloro-1,2-dihydro-1-oxophthalazin-4-ylcarboxylic acid), ClC=1C=C2C(=NNC(C2=CC1)=O)C(=O)OC (methyl 6-chloro-1,2-dihydro-1-oxophthalazin-4-ylcarboxylate), ClC=1C=C(CCl)C=CC1Cl (3,4-dichlorobenzyl chloride), ClC=1C=C(CN2C(C3=CC(=CC=C3C(=N2)C(=O)O)F)=O)C=CC1Cl (2-(3,4-dichlorobenzyl)-7-fluoro-1,2-dihydro-1-oxophthalazin-4-ylcarboxylic acid). Procedure details: This ester was then reacted with 3,4-dichlorobenzyl chloride in an analogous manner to that described in part (i) and (ii) above. There was then obtained methyl 2-(3,4-dichlorobenzyl)-6-chloro-1,2-dihydro-1-oxophthalazin-4-ylcarboxylate, m.p. 168°-170° C. (recrystallised from toluene) in 45% yield. This ester was then hydrolysed as described in part (i) above to give 2-(3,4-dichlorobenzyl)-6-chloro-1,2-dihydro-1-oxophthalazin-4-ylcarboxylic acid, m.p. 222°-223° C. (recrystallised from ethanol) i... Product: ClC=1C=C(CN2C(C3=CC=C(C=C3C(=N2)C(=O)O)Cl)=O)C=CC1Cl (2-(3,4-dichlorobenzyl)-6-chloro-1,2-dihydro-1-oxophthalazin-4-ylcarboxylic acid). Reaction SMILES: ClC1C=C2C(=CC=1)C(=O)NN=C2C(OC)=O.ClC1C=C(C=CC=1Cl)CCl.ClC1C=C(C=CC=1Cl)CN1N=C(C(O)=O)C2C(=CC(F)=CC=2)C1=O.[Cl:51][C:52]1[CH:53]=[C:54]([CH:72]=[CH:73][C:74]=1[Cl:75])[CH2:55][N:56]1[N:65]=[C:64]([C:66]([OH:68])=[O:67])[C:63]2[C:58](=[CH:59][C:60](Cl)=[C:61]([Cl:69])[CH:62]=2)[C:57]1=[O:71]>>[Cl:51][C:52]1[CH:53]=[C:54]([CH:72]=[CH:73][C:74]=1[Cl:75])[CH2:55][N:56]1[N:65]=[C:64]([C:66]([OH:68])=[O:67])[C:63]2[C:58](=[CH:59][CH:60]=[C:61]([Cl:69])[CH:62]=2)[C:57]1=[O:71]. Reactants: O=C([O-])O, O=C1Nc2ccccc2C1CCN(CCO)Cc1ccccc1, O=C(Cl)OCc1ccccc1, ClCCl, [K+], O. The product is O=C1Nc2ccccc2C1CCN(CCO)C(=O)OCc1ccccc1. RXN SMILES: [C:35](=[O:36])([O-:37])[OH:38].[CH2:1]([c:2]1[cH:3][cH:4][cH:5][cH:6][cH:7]1)[N:8]([CH2:9][CH2:10][OH:11])[CH2:12][CH2:13][CH:14]1[C:15](=[O:23])[NH:16][c:17]2[cH:18][cH:19][cH:20][cH:21][c:22]21.[Cl:24][C:25](=[O:26])[O:27][CH2:28][c:29]1[cH:30][cH:31][cH:32][cH:33][cH:34]1.[Cl:41][CH2:42][Cl:43].[K+:39].[OH2:40]>>[N:8]([CH2:9][CH2:10][OH:11])([CH2:12][CH2:13][CH:14]1[C:15](=[O:23])[NH:16][c:17]2[cH:18][cH:19][cH:20][cH:21][c:22]21)[C:25](=[O:26])[O:27][CH2:28][c:29]1[cH:30][cH:31][cH:32][cH:33][cH:34]1. The reactants are FC=1C=C(CN2N=CC3=CC(=CC=C23)N)C=CC1 (1-(3-Fluoro-benzyl)-1H-indazol-5-ylamine), ClC=1C2=C(N=CN1)C=NC(=C2)N(C)C (4-chloro-6-(N,N-dimethylamino)-pyrido[3,4-d]pyrimidine). The product is Cl.FC=1C=C(CN2N=CC3=CC(=CC=C23)NC=2C3=C(N=CN2)C=NC(=C3)N(C)C)C=CC1 (N4-(1-(3-Fluoro-benzyl)-1H-indazol-5-yl)-N6,N6-dimethyl-pyrido[3,4-d]pyrimidine-4,6-diamine hydrochloride). Reaction SMILES: [F:1][C:2]1[CH:3]=[C:4]([CH:16]=[CH:17][CH:18]=1)[CH2:5][N:6]1[C:14]2[C:9](=[CH:10][C:11]([NH2:15])=[CH:12][CH:13]=2)[CH:8]=[N:7]1.[Cl:19][C:20]1[C:21]2[CH:29]=[C:28]([N:30]([CH3:32])[CH3:31])[N:27]=[CH:26][C:22]=2[N:23]=[CH:24][N:25]=1>>[ClH:19].[F:1][C:2]1[CH:3]=[C:4]([CH:16]=[CH:17][CH:18]=1)[CH2:5][N:6]1[C:14]2[C:9](=[CH:10][C:11]([NH:15][C:20]3[C:21]4[CH:29]=[C:28]([N:30]([CH3:32])[CH3:31])[N:27]=[CH:26][C:22]=4[N:23]=[CH:24][N:25]=3)=[CH:12][CH:13]=2)[CH:8]=[N:7]1 |f:2.3|. Procedure details: Prepared according to Procedure A from 1-(3-Fluoro-benzyl)-1H-indazol-5-ylamine and 4-chloro-6-(N,N-dimethylamino)-pyrido[3,4-d]pyrimidine; δH [2H6]DMSO 11.52 (1H,s), 8.90(1H,s), 8.60(1H,s), 8.24(1H,s), 8.14(1H,s), 7.85(2H,m), 7.70(1H,d), 7.49(1H,s) 7.10(3H,m), 5.72(2H,s), 3.19(6H,s); m/z (M+1+) 414. Starting materials: COCCBr, O=C([O-])[O-], ClCCl, CN(C)C=O, [Cs+], [Cs+], Cc1nc(-c2nc3c(s2)CCOc2cc(C4CNC4)ccc2-3)n(C(C)C)n1, O. The product is COCCN1CC(c2ccc3c(c2)OCCc2sc(-c4nc(C)nn4C(C)C)nc2-3)C1. Reaction SMILES: [Br:34][CH2:35][CH2:36][O:37][CH3:38].[C:28](=[O:29])([O-:30])[O-:31].[CH2:45]([Cl:46])[Cl:47].[CH3:39][N:40]([CH3:41])[CH:42]=[O:43].[Cs+:32].[Cs+:33].[NH:1]1[CH2:2][CH:3]([c:5]2[cH:6][c:7]3[c:8]([cH:26][cH:27]2)-[c:9]2[n:10][c:11](-[c:17]4[n:18]([CH:23]([CH3:24])[CH3:25])[n:19][c:20]([CH3:22])[n:21]4)[s:12][c:13]2[CH2:14][CH2:15][O:16]3)[CH2:4]1.[OH2:44]>>[N:1]1([CH2:35][CH2:36][O:37][CH3:38])[CH2:2][CH:3]([c:5]2[cH:6][c:7]3[c:8]([cH:26][cH:27]2)-[c:9]2[n:10][c:11](-[c:17]4[n:18]([CH:23]([CH3:24])[CH3:25])[n:19][c:20]([CH3:22])[n:21]4)[s:12][c:13]2[CH2:14][CH2:15][O:16]3)[CH2:4]1.